From a dataset of the Open Reaction Database (ORD), a public repository of structured organic reaction records. describe an organic reaction: reactants, conditions, products, and yield Reactants: O=C([O-])[O-], CCc1nc2ccccc2[nH]1, CC(C)N1CCN(CCc2nc3c(N4CCOCC4)nc(Cl)nc3n2C)CC1=O, [Cs+], [Cs+], C1COCCO1, O=C(C=Cc1ccccc1)C=Cc1ccccc1, O=C(C=Cc1ccccc1)C=Cc1ccccc1, O=C(C=Cc1ccccc1)C=Cc1ccccc1, [Pd], [Pd]. Product: CCc1nc2ccccc2n1-c1nc(N2CCOCC2)c2nc(CCN3CCN(C(C)C)C(=O)C3)n(C)c2n1. As a reaction SMILES: [C:41](=[O:42])([O-:43])[O-:44].[CH2:30]([CH3:31])[c:32]1[nH:33][c:34]2[c:35]([n:36]1)[cH:37][cH:38][cH:39][cH:40]2.[Cl:1][c:2]1[n:3][c:4]([N:24]2[CH2:25][CH2:26][O:27][CH2:28][CH2:29]2)[c:5]2[n:6][c:7]([CH2:12][CH2:13][N:14]3[CH2:15][C:16](=[O:23])[N:17]([CH:20]([CH3:21])[CH3:22])[CH2:18][CH2:19]3)[n:8]([CH3:11])[c:9]2[n:10]1.[Cs+:45].[Cs+:46].[O:47]1[CH2:48][CH2:49][O:50][CH2:51][CH2:52]1.[O:55]=[C:56]([CH:57]=[CH:58][c:59]1[cH:60][cH:61][cH:62][cH:63][cH:64]1)[CH:65]=[CH:66][c:67]1[cH:68][cH:69][cH:70][cH:71][cH:72]1.[O:73]=[C:74]([CH:75]=[CH:76][c:77]1[cH:78][cH:79][cH:80][cH:81][cH:82]1)[CH:83]=[CH:84][c:85]1[cH:86][cH:87][cH:88][cH:89][cH:90]1.[O:91]=[C:92]([CH:93]=[CH:94][c:95]1[cH:96][cH:97][cH:98][cH:99][cH:100]1)[CH:101]=[CH:102][c:103]1[cH:104][cH:105][cH:106][cH:107][cH:108]1.[Pd:53].[Pd:54]>>[c:2]1(-[n:33]2[c:32]([CH2:30][CH3:31])[n:36][c:35]3[c:34]2[cH:40][cH:39][cH:38][cH:37]3)[n:3][c:4]([N:24]2[CH2:25][CH2:26][O:27][CH2:28][CH2:29]2)[c:5]2[n:6][c:7]([CH2:12][CH2:13][N:14]3[CH2:15][C:16](=[O:23])[N:17]([CH:20]([CH3:21])[CH3:22])[CH2:18][CH2:19]3)[n:8]([CH3:11])[c:9]2[n:10]1. Reactants: C(CCCCCCCCCCCCCCCCC)(=O)OC (methyl stearate), C1C([C@@H](C(O1)C(CO)O)O)O (sorbitan), C(CCCCCCCCCCCCCCCCC)(=O)OC (methyl stearate), CO.C[O-].[Na+] (sodium methoxide methanol), [PH2](=O)[O-].[Na+] (sodium hypophosphite), raw material. Reaction conditions: temperature 65 celsius, time 1 hour. Product: CCCCCCCCCCCCCCCCCC(=O)OCC([C@@H]1[C@@H]([C@H](CO1)O)O)O (sorbitan monostearate). Reaction SMILES: [CH2:1]1[O:5][CH:4]([CH:6]([OH:9])[CH2:7][OH:8])[C@@H:3]([OH:10])[CH:2]1[OH:11].[C:12](OC)(=[O:30])[CH2:13][CH2:14][CH2:15][CH2:16][CH2:17][CH2:18][CH2:19][CH2:20][CH2:21][CH2:22][CH2:23][CH2:24][CH2:25][CH2:26][CH2:27][CH2:28][CH3:29].CO.C[O-].[Na+].[PH2]([O-])=O.[Na+]>>[CH3:29][CH2:28][CH2:27][CH2:26][CH2:25][CH2:24][CH2:23][CH2:22][CH2:21][CH2:20][CH2:19][CH2:18][CH2:17][CH2:16][CH2:15][CH2:14][CH2:13][C:12]([O:8][CH2:7][CH:6]([OH:9])[C@H:4]1[O:5][CH2:1][C@H:2]([OH:11])[C@H:3]1[OH:10])=[O:30] |f:2.3.4,5.6|. Reported procedure: After 469 g of a 70% by weight sorbitan aqueous solution (aldehyde value of sorbitan: 7.4 ppm) and 872 g of methyl stearate were charged into a 2000 mL four-neck flask fitted with a stirring apparatus, a thermometer, and a nitrogen gas inlet, dehydration was performed at 110° C. under a nitrogen stream at normal pressure for 1 hour and further at 110° C. under a nitrogen stream at 4 kPa for 1 hour. The whole was cooled to 65° C. and, after 30.0 g of a 20% by weight sodium methoxide methanol solu... Starting materials: C1CCNC1, C#CC(=O)OCC, c1ccccc1. Product: CCOC(=O)C=CN1CCCC1. As a reaction SMILES: [CH2:8]1[CH2:9][CH2:10][NH:11][CH2:12]1.[CH3:1][CH2:2][O:3][C:4](=[O:5])[C:6]#[CH:7].[cH:13]1[cH:14][cH:15][cH:16][cH:17][cH:18]1>>[CH3:1][CH2:2][O:3][C:4](=[O:5])[CH:6]=[CH:7][N:11]1[CH2:10][CH2:9][CH2:8][CH2:12]1. Reactants: ClC1=CC=NC2=CC(=C(C=C12)OC)OC (4-Chloro-6,7-dimethoxyquinoline), ClC=1C=CC(=C(C(=O)C2=CC=CC=C2)C1)O (5-chloro-2-hydroxybenzophenone). Reagents/catalysts: CN(C1=CC=NC=C1)C (4-dimethylaminopyridine). Solvent: ClC1=C(C=CC=C1)Cl (o-dichlorobenzene). Conditions: temperature 160 celsius, time 5 hour. Product: ClC=1C=CC(=C(C1)C(=O)C1=CC=CC=C1)OC1=CC=NC2=CC(=C(C=C12)OC)OC ({5-Chloro-2-[(6,7-dimethoxy-4-quinolyl)oxy]phenyl}-(phenyl)methanone). Reaction SMILES: Cl[C:2]1[C:11]2[C:6](=[CH:7][C:8]([O:14][CH3:15])=[C:9]([O:12][CH3:13])[CH:10]=2)[N:5]=[CH:4][CH:3]=1.[Cl:16][C:17]1[CH:18]=[CH:19][C:20]([OH:31])=[C:21]([CH:30]=1)[C:22]([C:24]1[CH:29]=[CH:28][CH:27]=[CH:26][CH:25]=1)=[O:23]>CN(C)C1C=CN=CC=1.ClC1C=CC=CC=1Cl>[Cl:16][C:17]1[CH:18]=[CH:19][C:20]([O:31][C:2]2[C:11]3[C:6](=[CH:7][C:8]([O:14][CH3:15])=[C:9]([O:12][CH3:13])[CH:10]=3)[N:5]=[CH:4][CH:3]=2)=[C:21]([C:22]([C:24]2[CH:29]=[CH:28][CH:27]=[CH:26][CH:25]=2)=[O:23])[CH:30]=1. Procedure: 4-Chloro-6,7-dimethoxyquinoline (57.5 mg), 5-chloro-2-hydroxybenzophenone (309 mg), and 4-dimethylaminopyridine (173 mg) were suspended in o-dichlorobenzene (5 ml), and the suspension was stirred at 160° C. for 5 hr. The mixture was cooled to room temperature, and the solvent was then removed therefrom by distillation under the reduced pressure, and chloroform was added to the residue. The mixture was washed with a 1 N aqueous potassium hydroxide solution and saturated brine and was dried over a...